The task is: describe an organic reaction: reactants, conditions, products, and yield. This data is from the Open Reaction Database (ORD), a public repository of structured organic reaction records. The reactants are ClC1=CC2=C(NC(=N2)C(C(F)(F)F)=O)C=C1Cl (1-(5,6-dichloro-1H-benzoimidazol-2-yl)-2,2,2-trifluoro-ethanone), C(CC=C)[Mg]Br (3-butenyl magnesium bromide). Run in CCOCC (Et2O), C1CCOC1 (THF). Run at temperature 0 celsius, time 4 hour. Product: ClC1=CC2=C(NC(=N2)C(C(F)(F)F)(CCC=C)O)C=C1Cl (2-(5,6-Dichloro-1H-benzoimidazol-2-yl)-1,1,1-trifluoro-hex-5-en-2-ol). RXN SMILES: [Cl:1][C:2]1[C:16]([Cl:17])=[CH:15][C:5]2[NH:6][C:7]([C:9](=[O:14])[C:10]([F:13])([F:12])[F:11])=[N:8][C:4]=2[CH:3]=1.[CH2:18]([Mg]Br)[CH2:19][CH:20]=[CH2:21]>C1COCC1.CCOCC>[Cl:17][C:16]1[C:2]([Cl:1])=[CH:3][C:4]2[NH:8][C:7]([C:9]([OH:14])([CH2:21][CH2:20][CH:19]=[CH2:18])[C:10]([F:13])([F:11])[F:12])=[N:6][C:5]=2[CH:15]=1. Procedure: To 1-(5,6-dichloro-1H-benzoimidazol-2-yl)-2,2,2-trifluoro-ethanone (595 mg) in THF (3 mL) at −78° C. was added 3-butenyl magnesium bromide (7.8 mL of 0.5 M in THF) dropwise. The resulting mixture was then stirred at 0° C. for 4 hr. The reaction was quenched with H2O and 1 N HCl, extracted with EtOAc, dried over Na2SO4, filtered, and concentrated to yield a residue. The residue was purified by flash chromatography with Biotage 40s+ column and elution with 10%-40% EtOAc/hexanes to yield a yellow s... Reactants: IC(C)I (diiodoethane), C(C1=CC=CC=C1)OC(=O)N1CCN(CC1)C1=CC=C(C=C1)N1CCC(CC1)=O (4-[4-(4-oxopiperidin-1-yl)phenyl]piperazine-1-carboxylic acid benzyl ester), BrC1=CC=C(C=C1)OCCCCOC (1-bromo-4-(4-methoxybutoxy)benzene), [Mg] (magnesium), II (iodine), [Cl-].[NH4+] (ammonium chloride). The solvent is O1CCCC1 (tetrahydrofuran), O1CCCC1 (tetrahydrofuran), C(C)(=O)OCC (ethyl acetate). Run at temperature 0 celsius. The product is C(C1=CC=CC=C1)OC(=O)N1CCN(CC1)C1=CC=C(C=C1)N1CCC(CC1)(C1=CC=C(C=C1)OCCCCOC)O (4-[4-[4-hydroxy-4-[4-(4-methoxybutoxy)phenyl]piperidin-1-yl]phenyl]piperazine-1-carboxylic acid benzyl ester). Isolated yield 47.5%. Reaction SMILES: Br[C:2]1[CH:7]=[CH:6][C:5]([O:8][CH2:9][CH2:10][CH2:11][CH2:12][O:13][CH3:14])=[CH:4][CH:3]=1.[Mg].II.IC(I)C.[CH2:22]([O:29][C:30]([N:32]1[CH2:37][CH2:36][N:35]([C:38]2[CH:43]=[CH:42][C:41]([N:44]3[CH2:49][CH2:48][C:47](=[O:50])[CH2:46][CH2:45]3)=[CH:40][CH:39]=2)[CH2:34][CH2:33]1)=[O:31])[C:23]1[CH:28]=[CH:27][CH:26]=[CH:25][CH:24]=1.[Cl-].[NH4+]>O1CCCC1.C(OCC)(=O)C>[CH2:22]([O:29][C:30]([N:32]1[CH2:37][CH2:36][N:35]([C:38]2[CH:43]=[CH:42][C:41]([N:44]3[CH2:49][CH2:48][C:47]([OH:50])([C:2]4[CH:7]=[CH:6][C:5]([O:8][CH2:9][CH2:10][CH2:11][CH2:12][O:13][CH3:14])=[CH:4][CH:3]=4)[CH2:46][CH2:45]3)=[CH:40][CH:39]=2)[CH2:34][CH2:33]1)=[O:31])[C:23]1[CH:24]=[CH:25][CH:26]=[CH:27][CH:28]=1 |f:5.6|. Procedure details: To the solution of 1-bromo-4-(4-methoxybutoxy)benzene (4.94 g) and magnesium (463 mg) in tetrahydrofuran (50 ml) was added iodine at room temperature. The solution was refluxed for 7.5 hours, during which period diiodoethane was added to the mixture. After cooling to 0° C., 4-[4-(4-oxopiperidin-1-yl)phenyl]piperazine-1-carboxylic acid benzyl ester (4.94 g) in tetrahydrofuran (20 ml) was added dropwise with stirring to the solution. The mixture was stirred at room temperature for 2 hours. The rea... Reactants: C1(=CC=CC=C1)SC1=C(C2C(CC2C1)=O)C(=O)OC(C1=CC=CC=C1)C1=CC=CC=C1 (3-phenylthio-7-oxobicyclo[3.2.0]hept-2-en-2-carboxylic acid, diphenylmethyl ester), ClC1=CC(=CC=C1)C(=O)OO (m-chloroperbenzoic acid). Run in C(Cl)Cl (methylene chloride), C(Cl)Cl (methylene chloride), C(Cl)Cl (methylene chloride). Conditions: time 30 minute. Yields the product C1(=CC=CC=C1)S(=O)C1=C(C2C(CC2C1)=O)C(=O)OC(C1=CC=CC=C1)C1=CC=CC=C1 (3-Phenylsulfinyl-7-oxobicyclo[3.2.0]hept-2-en-2-carboxylic Acid, Diphenylmethyl Ester). RXN SMILES: [C:1]1([S:7][C:8]2[CH2:14][CH:13]3[CH:10]([C:11](=[O:15])[CH2:12]3)[C:9]=2[C:16]([O:18][CH:19]([C:26]2[CH:31]=[CH:30][CH:29]=[CH:28][CH:27]=2)[C:20]2[CH:25]=[CH:24][CH:23]=[CH:22][CH:21]=2)=[O:17])[CH:6]=[CH:5][CH:4]=[CH:3][CH:2]=1.ClC1C=CC=C(C(OO)=[O:40])C=1>C(Cl)Cl>[C:1]1([S:7]([C:8]2[CH2:14][CH:13]3[CH:10]([C:11](=[O:15])[CH2:12]3)[C:9]=2[C:16]([O:18][CH:19]([C:26]2[CH:27]=[CH:28][CH:29]=[CH:30][CH:31]=2)[C:20]2[CH:21]=[CH:22][CH:23]=[CH:24][CH:25]=2)=[O:17])=[O:40])[CH:2]=[CH:3][CH:4]=[CH:5][CH:6]=1. Procedure: To a stirred solution of 150 mg of 3-phenylthio-7-oxobicyclo[3.2.0]hept-2-en-2-carboxylic acid, diphenylmethyl ester in 7 mL of methylene chloride at -50° under argon was added 75 mg of 85% m-chloroperbenzoic acid in methylene chloride solution. The resulting solution was stirred between -40° and -35° for 30 min and then allowed to warm to room temperature over approximately 30 min. The solution was diluted with methylene chloride, washed successively with aqueous sodium sulfite and aqueous sodi... Reactants: CC1=C(C=CC(=C1)C1=NOC(=N1)C)C1=CC=C(C=C1)C(=O)O (2'-methyl-4'-(5-methyl-1,2,4-oxadiazol-3-yl) biphenyl-4-carboxylic acid), CN(CC(OC=1C=C(N)C=CC1OC)C)C (3-(2-dimethylamino-1-methylethoxy)-4-methoxyaniline), Example 1. Product: CN(CC(OC=1C=C(C=CC1OC)NC(=O)C1=CC=C(C=C1)C1=C(C=C(C=C1)C1=NOC(=N1)C)C)C)C (N-[3-(2-Dimethylamino-1-methylethoxy)-4-methoxyphenyl]-2'-methyl-4'-(5-methyl-1,2,4-oxadiazol-3-yl)biphenyl-4-carboxamide). Reaction SMILES: [CH3:1][C:2]1[CH:7]=[C:6]([C:8]2[N:12]=[C:11]([CH3:13])[O:10][N:9]=2)[CH:5]=[CH:4][C:3]=1[C:14]1[CH:19]=[CH:18][C:17]([C:20](O)=[O:21])=[CH:16][CH:15]=1.[CH3:23][N:24]([CH3:38])[CH2:25][CH:26]([CH3:37])[O:27][C:28]1[CH:29]=[C:30]([CH:32]=[CH:33][C:34]=1[O:35][CH3:36])[NH2:31]>>[CH3:38][N:24]([CH3:23])[CH2:25][CH:26]([CH3:37])[O:27][C:28]1[CH:29]=[C:30]([NH:31][C:20]([C:17]2[CH:16]=[CH:15][C:14]([C:3]3[CH:4]=[CH:5][C:6]([C:8]4[N:12]=[C:11]([CH3:13])[O:10][N:9]=4)=[CH:7][C:2]=3[CH3:1])=[CH:19][CH:18]=2)=[O:21])[CH:32]=[CH:33][C:34]=1[O:35][CH3:36]. Procedure: The title compound was prepared from 2'-methyl-4'-(5-methyl-1,2,4-oxadiazol-3-yl)biphenyl-4-carboxylic acid (EP 0533268 A1) and 3-(2-dimethylamino-1-methylethoxy)-4-methoxyaniline (D6) using a similar procedure to Example 1 (61 %) mp 60°-65° C. RXN SMILES: [Cl:1][CH2:2][CH2:3][NH:4][C:5]([N:7]([CH3:19])[CH:8]1[O:16][C@H:15]([CH2:17][OH:18])[C@@H:13]([OH:14])[C@H:11]([OH:12])[C@H:9]1[OH:10])=[O:6].[N:20]([O-])=[O:21].[Na+]>C(O)=O>[Cl:1][CH2:2][CH2:3][N:4]([N:20]=[O:21])[C:5]([N:7]([CH3:19])[CH:8]1[O:16][C@H:15]([CH2:17][OH:18])[C@@H:13]([OH:14])[C@H:11]([OH:12])[C@H:9]1[OH:10])=[O:6] |f:1.2|. Reported procedure: 1.2 g of 1-(2-chloroethyl)-3-methyl-3-D-glucopyranosylurea are dissolved in 10 ml of formic acid, and 0.56 g of sodium nitrite is added thereto at 0° to 5° C. for one hour under stirring. The mixture is further stirred at the same temperature for 1.5 hours. After the reaction, the mixture is freeze-dried. The residue thus obtained is purified by silica gel chromatography(Solvent: chloroform-ethyl acetate-methanol(2:1:1)). 0.6 g of 1-(2-chloroethyl)-1-nitroso-3-methyl-3-D-glucopyranosylurea is th... Yield: 45.6%. Run at time 1 hour. The reactants are ClCCNC(=O)N(C1[C@H](O)[C@@H](O)[C@H](O)[C@H](O1)CO)C (1-(2-chloroethyl)-3-methyl-3-D-glucopyranosylurea), N(=O)[O-].[Na+] (sodium nitrite). Yields the product ClCCN(C(=O)N(C1[C@H](O)[C@@H](O)[C@H](O)[C@H](O1)CO)C)N=O (1-(2-chloroethyl)-1-nitroso-3-methyl-3-D-glucopyranosylurea). Run in C(=O)O (formic acid). Starting materials: CS(=O)(=O)OCC1OC(OC1)(CN1C=NC=C1)C1=C(C=C(C=C1)Cl)Cl ((2RS,4SR)-2-(2,4-dichlorophenyl)-2-(1H-imidazol-1-ylmethyl)-1,3-dioxolan-4-ylmethyl methanesulfonate), C(C=C)N1CC2=CC=C(C=C2CC1)O (2-allyl-6-hydroxy-1,2,3,4-tetrahydroisoquinoline), alcoholate, [Na] (sodium). Solvent: C(C)O (ethanol). Run at time 15 minute. The product is C(C=C)N1CC2=CC=C(C=C2CC1)OCC1OC(OC1)(CN1C=NC=C1)C1=C(C=C(C=C1)Cl)Cl (2-Allyl-6-[(2RS,4SR)-2-(2,4-dichlorophenyl)-2-(1H-imidazol-1-ylmethyl)-1,3-dioxolan-4-ylmethyloxy]-1,2,3,4-tetrahydroisoquinoline). As a reaction SMILES: [CH2:1]([N:4]1[CH2:13][CH2:12][C:11]2[C:6](=[CH:7][CH:8]=[C:9]([OH:14])[CH:10]=2)[CH2:5]1)[CH:2]=[CH2:3].[Na].CS(O[CH2:21][CH:22]1[CH2:26][O:25][C:24]([C:33]2[CH:38]=[CH:37][C:36]([Cl:39])=[CH:35][C:34]=2[Cl:40])([CH2:27][N:28]2[CH:32]=[CH:31][N:30]=[CH:29]2)[O:23]1)(=O)=O>C(O)C>[CH2:1]([N:4]1[CH2:13][CH2:12][C:11]2[C:6](=[CH:7][CH:8]=[C:9]([O:14][CH2:21][CH:22]3[CH2:26][O:25][C:24]([C:33]4[CH:38]=[CH:37][C:36]([Cl:39])=[CH:35][C:34]=4[Cl:40])([CH2:27][N:28]4[CH:32]=[CH:31][N:30]=[CH:29]4)[O:23]3)[CH:10]=2)[CH2:5]1)[CH:2]=[CH2:3] |^1:14|. Procedure details: 1.89 g of 2-allyl-6-hydroxy-1,2,3,4-tetrahydroisoquinoline are added to a freshly prepared solution of alcoholate from 0.23 g of sodium in 30 ml of dry ethanol, the mixture is stirred for 15 minutes, 4.07 g of (2RS,4SR)-2-(2,4-dichlorophenyl)-2-(1H-imidazol-1-ylmethyl)-1,3-dioxolan-4-ylmethyl methanesulfonate are added, and the mixture is then heated under reflux for 8 hours. After cooling, the ethanol is removed in a rotary evaporator, and the residue is taken up with a mixture of 50 ml of wate... The reactants are Cc1nc(NC(=O)OC(C)(C)C)sc1-c1ccnc(C2(C#N)CC2)c1, ClCCl, O=C(O)C(F)(F)F. The product is Cc1nc(N)sc1-c1ccnc(C2(C#N)CC2)c1. As a reaction SMILES: [C:1]([O:2][C:3](=[O:4])[NH:7][c:8]1[s:9][c:10](-[c:14]2[cH:15][c:16]([C:20]3([C:23]#[N:24])[CH2:21][CH2:22]3)[n:17][cH:18][cH:19]2)[c:11]([CH3:13])[n:12]1)([CH3:5])([CH3:6])[CH3:25].[Cl:33][CH2:34][Cl:35].[F:26][C:27]([F:28])([F:29])[C:30]([OH:31])=[O:32]>>[NH2:7][c:8]1[s:9][c:10](-[c:14]2[cH:15][c:16]([C:20]3([C:23]#[N:24])[CH2:21][CH2:22]3)[n:17][cH:18][cH:19]2)[c:11]([CH3:13])[n:12]1.